Dataset: the Open Reaction Database (ORD), a public repository of structured organic reaction records. Task: describe an organic reaction: reactants, conditions, products, and yield As a reaction SMILES: [C:1]([CH3:2])([CH3:3])([CH3:4])[O:5][C:6](=[O:7])[N:8]1[CH2:9][CH2:10][CH:11]([NH:14][c:15]2[c:16]([Cl:21])[cH:17][cH:18][cH:19][cH:20]2)[CH2:12][CH2:13]1.[CH3:24][I:25].[H-:23].[Na+:22].[O:26]=[CH:27][N:28]([CH3:29])[CH3:30]>>[C:1]([CH3:2])([CH3:3])([CH3:4])[O:5][C:6](=[O:7])[N:8]1[CH2:9][CH2:10][CH:11]([N:14]([c:15]2[c:16]([Cl:21])[cH:17][cH:18][cH:19][cH:20]2)[CH3:24])[CH2:12][CH2:13]1. Reactants: CC(C)(C)OC(=O)N1CCC(Nc2ccccc2Cl)CC1, CI, [H-], [Na+], CN(C)C=O. The product is CN(c1ccccc1Cl)C1CCN(C(=O)OC(C)(C)C)CC1. The reactants are C(C)(C)(C)OC(=O)N1CCC(=CC1)C=1C=NC(=CC1)[N+](=O)[O-] (6-nitro-3′,6′-dihydro-2′H-[3,4′]bipyridinyl-1′-carboxylic acid tert-butyl ester), C(Cl)Cl (DCM). The reagents and catalysts are [Pd] (Pd/C). Solvent: CO (CH3OH). Conditions: time 8 hour. The product is C(C)(C)(C)OC(=O)N1CCC(CC1)C=1C=NC(=CC1)N (6-amino-3′,4′,5′,6′-tetrahydro-2′H-[3,4′]bipyridinyl-1′-carboxylic acid tert-butyl ester). RXN SMILES: [C:1]([O:5][C:6]([N:8]1[CH2:13][CH:12]=[C:11]([C:14]2[CH:15]=[N:16][C:17]([N+:20]([O-])=O)=[CH:18][CH:19]=2)[CH2:10][CH2:9]1)=[O:7])([CH3:4])([CH3:3])[CH3:2].C(Cl)Cl>CO.[Pd]>[C:1]([O:5][C:6]([N:8]1[CH2:9][CH2:10][CH:11]([C:14]2[CH:15]=[N:16][C:17]([NH2:20])=[CH:18][CH:19]=2)[CH2:12][CH2:13]1)=[O:7])([CH3:4])([CH3:2])[CH3:3]. Procedure: To a solution of 6-nitro-3′,6′-dihydro-2′H-[3,4′]bipyridinyl-1′-carboxylic acid tert-butyl ester (3 g, 9.84 mmol) in CH3OH: DCM (40 mL, v/v=3:1) was added Pd/C (600 mg) and the mixture was stirred at room temperature under a hydrogen atmosphere overnight. TLC showed a complete reaction. The solution was filtered and the resulting filtrate was evaporated to dryness to give the crude product, which used directly in the next step (2.6 g, 96%). 1H NMR (300 MHz, CDCl3): δ 7.89 (d, J=2.4 Hz, 1H), 7.26... Starting materials: ClC=1C(=NN(C1OC(F)F)C)N1N=CC(=C1CO)C#N (1-(4-chlor-5-difluormethoxy-1-methyl-3-pyrazolyl)-5-hydroxymethyl-4-pyrazol-carbonitrile), [Cr](=O)(=O)([O-])Cl.[NH+]1=CC=CC=C1 (pyridinium chlorochromate). Solvent: ClCCl (dichloromethane). Conditions: time 1 hour. The product is ClC=1C(=NN(C1OC(F)F)C)N1N=CC(=C1C=O)C#N (1-(4-chlor-5-difluormethoxy-1-methyl-3pyrazolyl)-5formyl-4-pyrazol-carbonitrile). As a reaction SMILES: [Cl:1][C:2]1[C:3]([N:12]2[C:16]([CH2:17][OH:18])=[C:15]([C:19]#[N:20])[CH:14]=[N:13]2)=[N:4][N:5]([CH3:11])[C:6]=1[O:7][CH:8]([F:10])[F:9].[Cr](Cl)([O-])(=O)=O.[NH+]1C=CC=CC=1>ClCCl>[Cl:1][C:2]1[C:3]([N:12]2[C:16]([CH:17]=[O:18])=[C:15]([C:19]#[N:20])[CH:14]=[N:13]2)=[N:4][N:5]([CH3:11])[C:6]=1[O:7][CH:8]([F:10])[F:9] |f:1.2|. Procedure: 29 g (9.6 mmol) 1-(4-chlor-5-difluormethoxy-1-methyl-3-pyrazolyl)-5-hydroxymethyl-4-pyrazol-carbonitrile is added to 30 ml dichloromethane and 15.2 g pyridinium chlorochromate on aluminium oxide is then added. Stirring continues for 1 hour at room temperature and then the reaction mixture is vacuum filtered through Celite and purified by means of column chromatography using hexane/ethyl acetate.